This data is from the Open Reaction Database (ORD), a public repository of structured organic reaction records. The task is: describe an organic reaction: reactants, conditions, products, and yield Starting materials: CN1N=CC(=C1C(CO)CC=C)[N+](=O)[O-] (2-(2-methyl-4-nitro-pyrazol-3-yl)pent-4-en-1-ol), [H-].[Na+] (sodium hydride), C(C=C)Br (allyl bromide). The solvent is CN(C)C=O (DMF). Conditions: temperature 0 celsius, time 15 minute. Yields the product C(C=C)OCC(CC=C)C1=C(C=NN1C)[N+](=O)[O-] (5-[1-(allyloxymethyl)but-3-enyl]-1-methyl-4-nitro-pyrazole). Isolated yield 77.6%. Reaction SMILES: [CH3:1][N:2]1[C:6]([CH:7]([CH2:10][CH:11]=[CH2:12])[CH2:8][OH:9])=[C:5]([N+:13]([O-:15])=[O:14])[CH:4]=[N:3]1.[H-].[Na+].[CH2:18](Br)[CH:19]=[CH2:20]>CN(C=O)C>[CH2:20]([O:9][CH2:8][CH:7]([C:6]1[N:2]([CH3:1])[N:3]=[CH:4][C:5]=1[N+:13]([O-:15])=[O:14])[CH2:10][CH:11]=[CH2:12])[CH:19]=[CH2:18] |f:1.2|. Procedure details: To a solution of 2-(2-methyl-4-nitro-pyrazol-3-yl)pent-4-en-1-ol (91 mg, 0.43) in anhydrous DMF (5 mL) was added at 0° C. sodium hydride (20 mg, 0.49 mmol, 60 mass %). After stirring at 0° C. for 15 min, allyl bromide (79, 0.64 mmol) was added slowly, stirred at 0° C. for 10 min then warm to room temperature for 2 h. The reaction was quenched with water (10 ml) and extracted with EA (3×50 ml). Combined organic layer was washed with brine (10 ml) and concentrated to dryness. The residue was purif... Reactants: C(C)(C)(C)OC(=O)N1CCC(CC1)C1=C(C(=NN1CC)CC)C (1-(t-butoxycarbonyl)-4-(1,3-diethyl-4-methyl-(1H)-pyrazol-5-yl)piperidine), Cl (HCl). Solvent: CO (methanol). Yields the product Cl.Cl.C(C)N1N=C(C(=C1C1CCNCC1)C)CC (4-(1,3-Diethyl-4-methyl-(1H)-pyrazol-5-yl)piperidine di-HCl salt). Yield: 92.0%. As a reaction SMILES: C(OC([N:8]1[CH2:13][CH2:12][CH:11]([C:14]2[N:18]([CH2:19][CH3:20])[N:17]=[C:16]([CH2:21][CH3:22])[C:15]=2[CH3:23])[CH2:10][CH2:9]1)=O)(C)(C)C.[ClH:24]>CO>[ClH:24].[ClH:24].[CH2:19]([N:18]1[C:14]([CH:11]2[CH2:12][CH2:13][NH:8][CH2:9][CH2:10]2)=[C:15]([CH3:23])[C:16]([CH2:21][CH3:22])=[N:17]1)[CH3:20] |f:3.4.5|. Procedure: A solution of 1-(t-butoxycarbonyl)-4-(1,3-diethyl-4-methyl-(1H)-pyrazol-5-yl)piperidine (348 mg) (from Step E) in 2.5 N HCl in methanol was stirred at rt for 16 h. The solution was concentrated and the resulting solid was suspended in ethyl acetate, filtered and dried to afford 293 mg (92%) of the title compound. Starting materials: CCCC1CC(NC(=O)OC(C)(C)C)CCC1N1CCC(NC(=O)OCc2ccccc2)C1=O, ClCCl, O=C(O)C(F)(F)F. Yields the product CCCC1CC(N)CCC1N1CCC(NC(=O)OCc2ccccc2)C1=O. As a reaction SMILES: [CH2:1]([c:2]1[cH:3][cH:4][cH:5][cH:6][cH:7]1)[O:8][C:9]([NH:10][CH:11]1[C:12](=[O:33])[N:13]([CH:16]2[CH:17]([CH2:30][CH2:31][CH3:32])[CH2:18][CH:19]([NH:22][C:23]([O:24][C:25]([CH3:26])([CH3:27])[CH3:28])=[O:29])[CH2:20][CH2:21]2)[CH2:14][CH2:15]1)=[O:34].[Cl:42][CH2:43][Cl:44].[F:35][C:36]([F:37])([F:38])[C:39]([OH:40])=[O:41]>>[CH2:1]([c:2]1[cH:3][cH:4][cH:5][cH:6][cH:7]1)[O:8][C:9]([NH:10][CH:11]1[C:12](=[O:33])[N:13]([CH:16]2[CH:17]([CH2:30][CH2:31][CH3:32])[CH2:18][CH:19]([NH2:22])[CH2:20][CH2:21]2)[CH2:14][CH2:15]1)=[O:34]. Reactants: [H-].[Na+] (sodium hydride), O (Water), O=C(CC(=O)OCC)CCC (Ethyl 3-oxohexanoate), BrCC1=CC2=C(/C(/C3=C(OC2)C=C(C=C3)F)=C(\C#N)/C)C=C1 ((E)-2-[8-(bromomethyl)-3-fluorodibenzo[b,e]oxepin-11(6H)-ylidene]propanenitrile). The solvent is C1CCOC1 (THF), O1CCCC1 (tetrahydrofuran). Conditions: time 30 minute. Product: C(#N)\C(\C)=C/1\C2=C(OCC3=C1C=CC(=C3)CC(C(=O)OCC)C(CCC)=O)C=C(C=C2)F ((E)-ethyl 2-{[11-(1-cyanoethylidene)-3-fluoro-6,11-dihydrodibenzo[b,e]oxepin-8-yl]methyl}-3-oxohexanoate). Yield: 97.9%. As a reaction SMILES: [O:1]=[C:2]([CH2:9][CH2:10][CH3:11])[CH2:3][C:4]([O:6][CH2:7][CH3:8])=[O:5].[H-].[Na+].Br[CH2:15][C:16]1[CH:35]=[CH:34][C:19]2/[C:20](=[C:30](/[CH3:33])\[C:31]#[N:32])/[C:21]3[CH:28]=[CH:27][C:26]([F:29])=[CH:25][C:22]=3[O:23][CH2:24][C:18]=2[CH:17]=1.O>C1COCC1>[C:31](/[C:30](=[C:20]1/[C:21]2[CH:28]=[CH:27][C:26]([F:29])=[CH:25][C:22]=2[O:23][CH2:24][C:18]2[CH:17]=[C:16]([CH2:15][CH:3]([C:2](=[O:1])[CH2:9][CH2:10][CH3:11])[C:4]([O:6][CH2:7][CH3:8])=[O:5])[CH:35]=[CH:34][C:19]/1=2)/[CH3:33])#[N:32] |f:1.2|. Procedure: [step 1] Ethyl 3-oxohexanoate (883 mg, 5.58 mmol) was dissolved in THF (9 mL), sodium hydride (60% w/w, 190 mg, 4.75 mmol) was added, and the mixture was stirred at room temperature for 30 min. To the mixture was added dropwise a solution (9 mL) of (E)-2-[8-(bromomethyl)-3-fluorodibenzo[b,e]oxepin-11(6H)-ylidene]propanenitrile (1.0 g, 2.79 mmol) obtained in Reference Example 1 in tetrahydrofuran, and the mixture was stirred at room temperature overnight. Water was added to the mixture, and the m... Reactants: ClC1=CC(=C(C=C1)C(N1CCN(CC1)C(=O)OC(C)(C)C)C1=C(C=C(C=C1)Cl)C)C (tert-butyl 4-(bis(4-chloro-2-methylphenyl)methyl)piperazine-1-carboxylate), CN1CCOCC1 (NMM), [Si](C)(C)(C)I (TMSI). Solvent: C(Cl)Cl (CH2Cl2). Conditions: temperature 0 celsius. Yields the product ClC1=CC(=C(C=C1)C(N1CCNCC1)C1=C(C=C(C=C1)Cl)C)C (1-(bis(4-chloro-2-methylphenyl)methyl)piperazine). Reaction SMILES: [Cl:1][C:2]1[CH:7]=[CH:6][C:5]([CH:8]([C:22]2[CH:27]=[CH:26][C:25]([Cl:28])=[CH:24][C:23]=2[CH3:29])[N:9]2[CH2:14][CH2:13][N:12](C(OC(C)(C)C)=O)[CH2:11][CH2:10]2)=[C:4]([CH3:30])[CH:3]=1.CN1CCOCC1.[Si](I)(C)(C)C>C(Cl)Cl>[Cl:28][C:25]1[CH:26]=[CH:27][C:22]([CH:8]([C:5]2[CH:6]=[CH:7][C:2]([Cl:1])=[CH:3][C:4]=2[CH3:30])[N:9]2[CH2:10][CH2:11][NH:12][CH2:13][CH2:14]2)=[C:23]([CH3:29])[CH:24]=1. Reported procedure: A round bottom flask was charged with tert-butyl 4-(bis(4-chloro-2-methylphenyl)methyl)piperazine-1-carboxylate (184 mg, 409 mmol), CH2Cl2 (5 mL), and NMM (90 μL, 0.819 mmol). Cooled to 0° C. and added TMSI (70 μL, 0.491 mmol) dropwise. After 15 min at 4° C. the reaction was quenched with sat Na2CO3 and extracted with CH2Cl2 (3×). The organics were dried (Na2SO4), filtered, and concentrated. The residue was chromatographed on a silica gel column (100% CH2Cl2 to 6% 2M NH3 in MeOH) and 1-(bis(4-ch... Reactants: CCO, CCOC(=O)c1cnn(-c2cc(OC(F)F)n(C)n2)c1C, [Na+], [OH-]. Product: Cc1c(C(=O)O)cnn1-c1cc(OC(F)F)n(C)n1. RXN SMILES: [CH3:24][CH2:25][OH:26].[F:1][CH:2]([O:3][c:4]1[cH:5][c:6](-[n:10]2[n:11][cH:12][c:13]([C:16](=[O:17])[O:18][CH2:19][CH3:20])[c:14]2[CH3:15])[n:7][n:8]1[CH3:9])[F:21].[Na+:23].[OH-:22]>>[F:1][CH:2]([O:3][c:4]1[cH:5][c:6](-[n:10]2[n:11][cH:12][c:13]([C:16](=[O:17])[OH:18])[c:14]2[CH3:15])[n:7][n:8]1[CH3:9])[F:21].